Dataset: the Open Reaction Database (ORD), a public repository of structured organic reaction records. Task: describe an organic reaction: reactants, conditions, products, and yield Starting materials: NC1=C(C(=O)N(CC)CC)C=C(C=C1)C=1C=NN(C1)CCCO (2-amino-N,N-diethyl-5-[1-(3-hydroxypropyl)-1H-pyrazol-4-yl]benzamide), NC1=C(C(=O)N(CC)CC)C=C(C=C1)Br (2-amino-5-bromo-N,N-diethylbenzamide), NC1=CC=C(C(=C1C(=O)NC)C)Br (6-amino-3-bromo-2-methyl-N-methylbenzamide), NC1=C(C(=O)N(CC)CC)C=C(C=C1)Br (2-amino-5-bromo-N,N-diethylbenzamide). Product: NC1=CC=C(C(=C1C(=O)NC)C)C=1C=NN(C1)CCCO (6-Amino-3-[1-(3-hydroxypropyl)-1H-pyrazol-4-yl]-N,2-dimethyl benzamide). As a reaction SMILES: [NH2:1][C:2]1[CH:14]=[CH:13][C:12]([C:15]2[CH:16]=[N:17][N:18]([CH2:20][CH2:21][CH2:22][OH:23])[CH:19]=2)=[CH:11][C:3]=1[C:4]([N:6]([CH2:9]C)CC)=[O:5].N[C:25]1C(C(NC)=O)=C(C)C(Br)=CC=1.NC1C=CC(Br)=CC=1C(N(CC)CC)=O>>[NH2:1][C:2]1[C:3]([C:4]([NH:6][CH3:9])=[O:5])=[C:11]([CH3:25])[C:12]([C:15]2[CH:16]=[N:17][N:18]([CH2:20][CH2:21][CH2:22][OH:23])[CH:19]=2)=[CH:13][CH:14]=1. Procedure details: Prepared analogously to Compound 3C substituting 6-amino-3-bromo-2-methyl-N-methylbenzamide (Compound 29D) for 2-amino-5-bromo-N,N-diethylbenzamide (Compound 3D). MS (ESI): m/z=289.29 [M+H]+. UPLC: tR=2.33 min (ZQ3: polar—5 min). Run in C(C)(=O)O (acetic acid). Starting materials: CC(C1=CC=CC=C1)C1=CC=C(C=C1)O (p-(α-methylbenzyl)phenol), P(O)(O)(O)=O (phosphoric acid), C=CC1=CC=CC=C1 (styrene). The product is CC(C1=CC=CC=C1)C1=C(C=CC(=C1)C(C1=CC=CC=C1)C)O (2,4-di-(α-methylbenzyl)phenol). RXN SMILES: [CH3:1][CH:2]([C:9]1[CH:14]=[CH:13][C:12]([OH:15])=[CH:11][CH:10]=1)[C:3]1[CH:8]=[CH:7][CH:6]=[CH:5][CH:4]=1.P(=O)(O)(O)O.[CH2:21]=[CH:22][C:23]1[CH:28]=[CH:27][CH:26]=[CH:25][CH:24]=1>C(O)(=O)C>[CH3:21][CH:22]([C:13]1[CH:14]=[C:9]([CH:2]([CH3:1])[C:3]2[CH:4]=[CH:5][CH:6]=[CH:7][CH:8]=2)[CH:10]=[CH:11][C:12]=1[OH:15])[C:23]1[CH:28]=[CH:27][CH:26]=[CH:25][CH:24]=1. Procedure details: The reaction was similarly carried out as Example 10 except that into a mixture of 59.5 g of p-(α-methylbenzyl)phenol, 25 g of phosphoric acid and 20 g of acetic acid was poured 31 g of styrene to give only 2,4-di-(α-methylbenzyl)phenol, but scarcely to detect other tert-butylated compounds.